From a dataset of the Open Reaction Database (ORD), a public repository of structured organic reaction records. describe an organic reaction: reactants, conditions, products, and yield Starting materials: CO, CNC(C(=O)NC(C(=O)N(C)C(C=C(C)C(=O)N1CCCC1C(=O)OC)C(C)C)C(C)(C)C)C(C)(C)c1cc(C)cc(C)c1, O=C(O)C(F)(F)F, [Li+], [OH-], O. Product: CNC(C(=O)NC(C(=O)N(C)C(C=C(C)C(=O)N1CCCC1C(=O)O)C(C)C)C(C)(C)C)C(C)(C)c1cc(C)cc(C)c1, O=C(O)C(F)(F)F. Reaction SMILES: [CH3:54][OH:55].[CH3:8][c:9]1[cH:10][c:11]([C:16]([CH:17]([C:18](=[O:19])[NH:20][CH:21]([C:22](=[O:23])[N:24]([CH:25]([CH:26]=[C:27]([C:28](=[O:29])[N:30]2[CH:31]([C:35](=[O:36])[O:37][CH3:38])[CH2:32][CH2:33][CH2:34]2)[CH3:39])[CH:40]([CH3:41])[CH3:42])[CH3:43])[C:44]([CH3:45])([CH3:46])[CH3:47])[NH:48][CH3:49])([CH3:50])[CH3:51])[cH:12][c:13]([CH3:15])[cH:14]1.[F:1][C:2]([C:3](=[O:4])[OH:5])([F:6])[F:7].[Li+:52].[OH-:53].[OH2:56]>>[CH3:8][c:9]1[cH:10][c:11]([C:16]([CH:17]([C:18](=[O:19])[NH:20][CH:21]([C:22](=[O:23])[N:24]([CH:25]([CH:26]=[C:27]([C:28](=[O:29])[N:30]2[CH:31]([C:35](=[O:36])[OH:37])[CH2:32][CH2:33][CH2:34]2)[CH3:39])[CH:40]([CH3:41])[CH3:42])[CH3:43])[C:44]([CH3:45])([CH3:46])[CH3:47])[NH:48][CH3:49])([CH3:50])[CH3:51])[cH:12][c:13]([CH3:15])[cH:14]1.[F:1][C:2]([C:3](=[O:4])[OH:5])([F:6])[F:7]. Starting materials: C1CCOC1, CC[Si](CC)(CC)OC(c1ccc(NC(C)=O)c(Cl)c1)(C(F)(F)F)C(F)(F)F. Yields the product CCNc1ccc(C(O[Si](CC)(CC)CC)(C(F)(F)F)C(F)(F)F)cc1Cl. RXN SMILES: [CH2:29]1[O:30][CH2:31][CH2:32][CH2:33]1.[Cl:1][c:2]1[c:3]([NH:25][C:26]([CH3:27])=[O:28])[cH:4][cH:5][c:6]([C:8]([C:9]([F:10])([F:11])[F:12])([C:13]([F:14])([F:15])[F:16])[O:17][Si:18]([CH2:19][CH3:20])([CH2:21][CH3:22])[CH2:23][CH3:24])[cH:7]1>>[Cl:1][c:2]1[c:3]([NH:25][CH2:26][CH3:27])[cH:4][cH:5][c:6]([C:8]([C:9]([F:10])([F:11])[F:12])([C:13]([F:14])([F:15])[F:16])[O:17][Si:18]([CH2:19][CH3:20])([CH2:21][CH3:22])[CH2:23][CH3:24])[cH:7]1.